From a dataset of the Open Reaction Database (ORD), a public repository of structured organic reaction records. describe an organic reaction: reactants, conditions, products, and yield Reactants: ClC(=O)OCC (Ethyl chloroformate), [Li]CCCC (n-BuLi), hexanes, CC(C#C)C (3-Methylbutyne). Solvent: C1CCOC1 (THF). Reaction conditions: temperature -78 celsius, time 5 minute. Yields the product CC(C#CC(=O)OCC)C (Ethyl 4-methylpent-2-ynoate). Isolated yield 59.0%. As a reaction SMILES: [CH3:1][CH:2]([CH3:5])[C:3]#[CH:4].[Li]CCCC.Cl[C:12]([O:14][CH2:15][CH3:16])=[O:13]>C1COCC1>[CH3:1][CH:2]([CH3:5])[C:3]#[C:4][C:12]([O:14][CH2:15][CH3:16])=[O:13]. Procedure: Under an Ar atmosphere, to a mixture of 3-Methylbutyne (1.5 g, 22.0 mmol) in THF (15 ml) was added a solution of 2.5 M n-BuLi in hexanes (9.68 ml, 24.2 mmol) at −78° C. over 15 min, then the mixture was stirred at −78° C. for 5 min, and at −5˜−10° C. for 30 min. Ethyl chloroformate (2.63 g, 24.2 mmol) was added drop wise at −78° C., then the mixture was stirred at 0° C. for 1 h. The reaction was quenched with saturated aqueous NH4Cl under ice cooling, and the whole was extracted with Et2O. The o... The reactants are N[C@H](C(=O)O)CCCCCCCC ((S)-2-Aminodecanoic acid), [Br-].[K+] (potassium bromide), OS(=O)(=O)O (H2SO4), N(=O)[O-].[Na+] (sodium nitrite). Solvent: O (water). Run at temperature 0 celsius, time 2 hour. Product: Br[C@H](C(=O)O)CCCCCCCC ((S)-(-)-2-Bromodecanoic acid). Yield: 61.0%. RXN SMILES: N[C@@H:2]([CH2:6][CH2:7][CH2:8][CH2:9][CH2:10][CH2:11][CH2:12][CH3:13])[C:3]([OH:5])=[O:4].[Br-:14].[K+].OS(O)(=O)=O.N([O-])=O.[Na+]>O>[Br:14][C@@H:2]([CH2:6][CH2:7][CH2:8][CH2:9][CH2:10][CH2:11][CH2:12][CH3:13])[C:3]([OH:5])=[O:4] |f:1.2,4.5|. Reported procedure: (S)-2-Aminodecanoic acid from Takasago Research Institute (1.5 g., 8.0 mmol) and potassium bromide (3.8 g, 32 mmol) were dissolved in 16 ml of 2.5 m H2SO4 (40 mmol). Slight heating was necessary to the make the reaction homogeneous. The solution was cooled to 0° C. and sodium nitrite (1.1 g, 16 mmol) dissolved in 2 ml water was added dropwise. Brown gas evolved and foaming occurred. The reaction was stirred at 0° C. for 30 minutes and at rt for 2 hours. The reaction was quenched with 100 ml of 5... The reactants are [Br-], C=CC(=O)OC, CCCCCCO, CCCC[Sn](=O)CCCC, CCCCCCC, [Li+]. Yields the product C=CC(=O)OCCCCCC. Reaction SMILES: [Br-:19].[C:20]([CH:21]=[CH2:22])(=[O:23])[O:24][CH3:25].[CH2:1]([CH2:2][CH2:3][CH2:4][CH2:5][CH3:6])[OH:7].[CH2:8]([Sn:9](=[O:10])[CH2:11][CH2:12][CH2:13][CH3:14])[CH2:15][CH2:16][CH3:17].[CH3:26][CH2:27][CH2:28][CH2:29][CH2:30][CH2:31][CH3:32].[Li+:18]>>[CH2:1]([CH2:2][CH2:3][CH2:4][CH2:5][CH3:6])[O:7][C:20]([CH:21]=[CH2:22])=[O:23]. The reactants are OC1=C(C=CC(=C1)OCC(COCCCCCCCCC)O)C1=NC(=NC(=N1)C1=C(C=C(C=C1)OCC(COCCCCCCCCC)O)O)C1=CC=C(C=C1)SC1=CC=CC=C1 (2,4-bis-[2-hydroxy-4-(2-hydroxy-3-nonyloxypropoxy)phenyl]-6-[4-(phenylthio)phenyl]-s-triazine), C(C)(=O)OCC (ethyl acetate), ClC=1C=C(C(=O)OO)C=CC1 (m-chloroperoxybenzoic acid), CCCCCCC (heptane). The solvent is C(Cl)(Cl)Cl (chloroform). Product: C1(=CC=CC=C1)S(=O)C1=CC=C(C=C1)C1=NC(=NC(=N1)C1=C(C=C(C=C1)OCC(COCCCCCCCCC)O)O)C1=C(C=C(C=C1)OCC(COCCCCCCCCC)O)O (6-[4-(Benzenesulfinyl)phenyl]-2,4-bis-[2-hydroxy-4-(2-hydroxy-3-nonyloxypropoxy)phenyl]-s-triazine). RXN SMILES: [OH:1][C:2]1[CH:7]=[C:6]([O:8][CH2:9][CH:10]([OH:22])[CH2:11][O:12][CH2:13][CH2:14][CH2:15][CH2:16][CH2:17][CH2:18][CH2:19][CH2:20][CH3:21])[CH:5]=[CH:4][C:3]=1[C:23]1[N:28]=[C:27]([C:29]2[CH:34]=[CH:33][C:32]([O:35][CH2:36][CH:37]([OH:49])[CH2:38][O:39][CH2:40][CH2:41][CH2:42][CH2:43][CH2:44][CH2:45][CH2:46][CH2:47][CH3:48])=[CH:31][C:30]=2[OH:50])[N:26]=[C:25]([C:51]2[CH:56]=[CH:55][C:54]([S:57][C:58]3[CH:63]=[CH:62][CH:61]=[CH:60][CH:59]=3)=[CH:53][CH:52]=2)[N:24]=1.ClC1C=C(C=CC=1)C(OO)=[O:69].CCCCCCC.C(OCC)(=O)C>C(Cl)(Cl)Cl>[C:58]1([S:57]([C:54]2[CH:53]=[CH:52][C:51]([C:25]3[N:26]=[C:27]([C:29]4[CH:34]=[CH:33][C:32]([O:35][CH2:36][CH:37]([OH:49])[CH2:38][O:39][CH2:40][CH2:41][CH2:42][CH2:43][CH2:44][CH2:45][CH2:46][CH2:47][CH3:48])=[CH:31][C:30]=4[OH:50])[N:28]=[C:23]([C:3]4[CH:4]=[CH:5][C:6]([O:8][CH2:9][CH:10]([OH:22])[CH2:11][O:12][CH2:13][CH2:14][CH2:15][CH2:16][CH2:17][CH2:18][CH2:19][CH2:20][CH3:21])=[CH:7][C:2]=4[OH:1])[N:24]=3)=[CH:56][CH:55]=2)=[O:69])[CH:59]=[CH:60][CH:61]=[CH:62][CH:63]=1. Reported procedure: Following the general procedure of Example 7, 1.55 g (1.76 mmol) of 2,4-bis-[2-hydroxy-4-(2-hydroxy-3-nonyloxypropoxy)phenyl]-6-[4-(phenylthio)phenyl]-s-triazine are dissolved in 30 mL of chloroform. To the stirred solution at room temperature are added 0.606 g (1.76 mmol) of m-chloroperoxybenzoic acid (50-60%) all at once. After several minutes, the chloroform is removed under reduced pressure and the residue is redissolved in ethyl acetate. The solution is then washed five times with saturated...